From a dataset of the Open Reaction Database (ORD), a public repository of structured organic reaction records. describe an organic reaction: reactants, conditions, products, and yield Reactants: COC(=O)C1CCC(c2ccc(F)cc2)N1S(=O)(=O)c1ccc(C)cc1, [K+], [OH-]. The product is Cc1ccc(S(=O)(=O)N2C(C(=O)O)CCC2c2ccc(F)cc2)cc1. As a reaction SMILES: [CH3:1][O:2][C:3](=[O:4])[CH:5]1[N:6]([S:17](=[O:18])(=[O:19])[c:20]2[cH:21][cH:22][c:23]([CH3:26])[cH:24][cH:25]2)[CH:7]([c:10]2[cH:11][cH:12][c:13]([F:16])[cH:14][cH:15]2)[CH2:8][CH2:9]1.[K+:28].[OH-:27]>>[O:2]=[C:3]([OH:4])[CH:5]1[N:6]([S:17](=[O:18])(=[O:19])[c:20]2[cH:21][cH:22][c:23]([CH3:26])[cH:24][cH:25]2)[CH:7]([c:10]2[cH:11][cH:12][c:13]([F:16])[cH:14][cH:15]2)[CH2:8][CH2:9]1. The reactants are CC(C)(C)OC(=O)N1CCC(N2c3ccccc3Oc3cc(-c4nnn[nH]4)ccc32)CC1, Cl, CN(C)C=O. Product: c1ccc2c(c1)Oc1cc(-c3nnn[nH]3)ccc1N2C1CCNCC1. RXN SMILES: [C:1]([O:2][C:3](=[O:4])[N:8]1[CH2:9][CH2:10][CH:11]([N:14]2[c:15]3[cH:16][cH:17][cH:18][cH:19][c:20]3[O:21][c:22]3[cH:23][c:24](-[c:28]4[n:29][n:30][n:31][nH:32]4)[cH:25][cH:26][c:27]32)[CH2:12][CH2:13]1)([CH3:5])([CH3:6])[CH3:7].[ClH:33].[O:34]=[CH:35][N:36]([CH3:37])[CH3:38]>>[NH:8]1[CH2:9][CH2:10][CH:11]([N:14]2[c:15]3[cH:16][cH:17][cH:18][cH:19][c:20]3[O:21][c:22]3[cH:23][c:24](-[c:28]4[n:29][n:30][n:31][nH:32]4)[cH:25][cH:26][c:27]32)[CH2:12][CH2:13]1. The reactants are CO, COC(=O)C1CC(F)CN1C(=O)OC(C)(C)C, [Na+], [OH-]. Yields the product CC(C)(C)OC(=O)N1CC(F)CC1C(=O)O. RXN SMILES: [CH3:20][OH:21].[F:1][CH:2]1[CH2:3][CH:4]([C:14](=[O:15])[O:16][CH3:17])[N:5]([C:7](=[O:8])[O:9][C:10]([CH3:11])([CH3:12])[CH3:13])[CH2:6]1.[Na+:19].[OH-:18]>>[F:1][CH:2]1[CH2:3][CH:4]([C:14](=[O:15])[OH:16])[N:5]([C:7](=[O:8])[O:9][C:10]([CH3:11])([CH3:12])[CH3:13])[CH2:6]1. Starting materials: OCC(=O)[C@@H](O)[C@H](O)[C@@H](O)CO (L-sorbose), I (hydriodic acid), II (iodine). The solvent is CC(=O)C (acetone). Reaction conditions: temperature 60 celsius, time 8 hour. Yields the product CC1(OC[C@H]2[C@@H](O1)[C@H]3[C@@](O2)(OC(O3)(C)C)CO)C (2,3:4,6-di-O-isopropylidene-L-sorbofuranose). Isolated yield 167.1%. RXN SMILES: [OH:1][CH2:2][C:3]([C@H:5]([C@@H:7]([C@H:9]([CH2:11][OH:12])[OH:10])[OH:8])[OH:6])=[O:4].I.II>CC(C)=O>[CH3:2][C:3]1([CH3:5])[O:6][C@H:5]2[C@@H:7]3[O:8][C:9]([CH3:11])([CH3:7])[O:10][C@:9]3([CH2:11][OH:12])[O:4][C@H:3]2[CH2:2][O:1]1. Procedure details: To 200 ml of acetone were added 10.0 g of L-sorbose, 90 mg of hydriodic acid (57%) and 50.8 mg of iodine and the mixture was refluxed with stirring in a water bath at 60° C. for 8 hours. During this reaction, the refluxing solvent was dried with 20 g of Molecular Sieves 3A interposed between the reaction vessel and the cooling jacket. The reaction mixture was then subjected to an after-treatment similar to that described in Example 11 to give 12.07 g (83.6%) of 2,3:4,6-di-O-isopropylidene-L-sorb... The reactants are C(C)(C)(C)OC(CC=1OC(=CC1)C(=O)OCC)=O (5-ethoxycarbonylfuran-2-ylacetic acid tert-butyl ester), Cl (Hydrochloric acid). Solvent: O1CCCC1 (tetrahydrofuran), [OH-].[Na+] (sodium hydroxide). Run at time 8 hour. The product is C(C)(C)(C)OC(=O)CC1=CC=C(O1)C(=O)O (5-tert-butoxycarbonylmethyl-2-furancarboxylic acid). The yield is 24.2%. Reaction SMILES: [C:1]([O:5][C:6](=[O:18])[CH2:7][C:8]1[O:9][C:10]([C:13]([O:15]CC)=[O:14])=[CH:11][CH:12]=1)([CH3:4])([CH3:3])[CH3:2].Cl>O1CCCC1.[OH-].[Na+]>[C:1]([O:5][C:6]([CH2:7][C:8]1[O:9][C:10]([C:13]([OH:15])=[O:14])=[CH:11][CH:12]=1)=[O:18])([CH3:4])([CH3:2])[CH3:3] |f:3.4|. Procedure details: 5-Ethoxycarbonylfuran-2-ylacetic acid tert-butyl ester (0.37 g, 1.46 mmol) obtained in step 2 was dissolved in tetrahydrofuran (2 mL), dissolved in 1N aqueous sodium hydroxide solution (1.5 mL), and the mixture was stirred overnight. 1N Hydrochloric acid (1.5 mL) was added to the reaction mixture, and the mixture was neutralized, purified by high performance liquid chromatography and freeze-dried to give the title compound (80 mg).